Dataset: the Open Reaction Database (ORD), a public repository of structured organic reaction records. Task: describe an organic reaction: reactants, conditions, products, and yield The reactants are C1CCOC1, COC(=O)c1ccc(B(O)O)cc1, CCOC(C)=O, O=C1C(C2CCCCC2)CCN1Cc1c(Cl)cc(OS(=O)(=O)C(F)(F)F)cc1Cl, [Na+], [Na+], O=C([O-])[O-], O, c1ccc(P(c2ccccc2)(c2ccccc2)[Pd](P(c2ccccc2)(c2ccccc2)c2ccccc2)(P(c2ccccc2)(c2ccccc2)c2ccccc2)P(c2ccccc2)(c2ccccc2)c2ccccc2)cc1. The product is COC(=O)c1ccc(-c2cc(Cl)c(CN3CCC(C4CCCCC4)C3=O)c(Cl)c2)cc1. As a reaction SMILES: [CH2:49]1[O:50][CH2:51][CH2:52][CH2:53]1.[CH3:30][O:31][C:32](=[O:33])[c:34]1[cH:35][cH:36][c:37]([B:40]([OH:41])[OH:42])[cH:38][cH:39]1.[CH3:55][CH2:56][O:57][C:58](=[O:59])[CH3:60].[Cl:1][c:2]1[cH:3][c:4]([O:22][S:23]([C:24]([F:25])([F:26])[F:27])(=[O:28])=[O:29])[cH:5][c:6]([Cl:21])[c:7]1[CH2:8][N:9]1[C:10](=[O:20])[CH:11]([CH:14]2[CH2:15][CH2:16][CH2:17][CH2:18][CH2:19]2)[CH2:12][CH2:13]1.[Na+:43].[Na+:44].[O-:45][C:46](=[O:47])[O-:48].[OH2:54].[cH:61]1[cH:62][cH:63][c:64]([P:65]([Pd:66]([P:67]([c:68]2[cH:69][cH:70][cH:71][cH:72][cH:73]2)([c:74]2[cH:75][cH:76][cH:77][cH:78][cH:79]2)[c:80]2[cH:81][cH:82][cH:83][cH:84][cH:85]2)([P:86]([c:87]2[cH:88][cH:89][cH:90][cH:91][cH:92]2)([c:93]2[cH:94][cH:95][cH:96][cH:97][cH:98]2)[c:99]2[cH:100][cH:101][cH:102][cH:103][cH:104]2)[P:105]([c:106]2[cH:107][cH:108][cH:109][cH:110][cH:111]2)([c:112]2[cH:113][cH:114][cH:115][cH:116][cH:117]2)[c:118]2[cH:119][cH:120][cH:121][cH:122][cH:123]2)([c:124]2[cH:125][cH:126][cH:127][cH:128][cH:129]2)[c:130]2[cH:131][cH:132][cH:133][cH:134][cH:135]2)[cH:136][cH:137]1>>[Cl:1][c:2]1[cH:3][c:4](-[c:37]2[cH:36][cH:35][c:34]([C:32]([O:31][CH3:30])=[O:33])[cH:39][cH:38]2)[cH:5][c:6]([Cl:21])[c:7]1[CH2:8][N:9]1[C:10](=[O:20])[CH:11]([CH:14]2[CH2:15][CH2:16][CH2:17][CH2:18][CH2:19]2)[CH2:12][CH2:13]1.